This data is from the Open Reaction Database (ORD), a public repository of structured organic reaction records. The task is: describe an organic reaction: reactants, conditions, products, and yield The reactants are N1N=CC=C1 (pyrazole), C(CCC)[Li] (n-butyllithium), [Li].N1N=CC=C1 (pyrazole lithium salt), FC(C1=C(C(=C(C(=N1)C(F)(F)F)C(=O)OCC)Cl)C(=O)OC)F (3-Ethyl 5-methyl 6-(difluoromethyl)-4-chloro-2-(trifluoromethYl)-3,5-pyridinedicarboxylate). Solvent: O1CCCC1 (tetrahydrofuran), O (water), C1CCOC1 (THF). Conditions: time 45 minute. The product is FC(C1=NC(=C(C(=C1C(=O)OCC)N1N=CC=C1)C(=O)OC)C(F)F)(F)F (3-Ethyl 5-methyl 2-(trifluoromethyl)-6-(difluoromethyl)-4-(1-pyrazolyl)-3,5-pyridinedicarboxylate). Yield: 43.6%. RXN SMILES: [NH:1]1[CH:5]=[CH:4][CH:3]=[N:2]1.C([Li])CCC.[F:11][CH:12]([F:33])[C:13]1[N:18]=[C:17]([C:19]([F:22])([F:21])[F:20])[C:16]([C:23]([O:25][CH2:26][CH3:27])=[O:24])=[C:15](Cl)[C:14]=1[C:29]([O:31][CH3:32])=[O:30].[Li].N1C=CC=N1>O1CCCC1.O>[F:22][C:19]([F:20])([F:21])[C:17]1[C:16]([C:23]([O:25][CH2:26][CH3:27])=[O:24])=[C:15]([N:1]2[CH:5]=[CH:4][CH:3]=[N:2]2)[C:14]([C:29]([O:31][CH3:32])=[O:30])=[C:13]([CH:12]([F:11])[F:33])[N:18]=1 |f:3.4,^1:33|. Reported procedure: To a solution of 0.94 g (0.014 mol) of pyrazole in 25 ml of anhydrous tetrahydrofuran was added 0.9 g (0.014 mol) of n-butyllithium. This cloudy solution was then transferred to a solution of 5 g (0.014 mol) of product of Example 103 in 25 ml of anhydrous THF. The solution turned red upon addition of the pyrazole lithium salt. After 45 minutes at room temperature the reaction was complete. The mixture was poured into 100 ml of water and extracted with two 75 ml portions of ether. The combined et... Starting materials: ClC=1C=C(OC[C@@H](CN[C@@H](CO[Si](C)(C)C(C)(C)C)C)O)C=CC1 (1(R)-(3-chlorophenoxymethyl)-2-(2-t-butyldimethylsilyloxy-1(R)-methylethylamino)ethanol), N,N'-carbonyldiimidazole, CN(C=O)C (dimethylformamide). The product is [Si](C)(C)(C(C)(C)C)OC[C@@H](C)N1C(O[C@H](C1)COC1=CC(=CC=C1)Cl)=O (3-[2-t-Butyldimethylsilyloxy-1(R)-methylethyl]-5(R)-(3-chlorophenoxymethyl)oxazolidin-2-one). RXN SMILES: [Cl:1][C:2]1[CH:3]=[C:4]([CH:22]=[CH:23][CH:24]=1)[O:5][CH2:6][C@H:7]([OH:21])[CH2:8][NH:9][C@H:10]([CH3:20])[CH2:11][O:12][Si:13]([C:16]([CH3:19])([CH3:18])[CH3:17])([CH3:15])[CH3:14].CN(C)[CH:27]=[O:28]>>[Si:13]([O:12][CH2:11][C@H:10]([N:9]1[CH2:8][C@H:7]([CH2:6][O:5][C:4]2[CH:22]=[CH:23][CH:24]=[C:2]([Cl:1])[CH:3]=2)[O:21][C:27]1=[O:28])[CH3:20])([C:16]([CH3:17])([CH3:18])[CH3:19])([CH3:14])[CH3:15]. Procedure details: A procedure similar to that described in Preparation 11 was repeated, except that 3.45 g of 1(R)-(3-chlorophenoxymethyl)-2-(2-t-butyldimethylsilyloxy-1(R)-methylethylamino)ethanol (prepared as described in Preparation 42), 1.78 g of N,N'-carbonyldiimidazole and 30 ml of anhydrous dimethylformamide were used, to give 3.52 g of the title compound having an Rf value of 0.74 (on silica gel thin layer chromatography, using a 1:1 by volume mixture of ethyl acetate and hexane as the developing solvent)... As a reaction SMILES: [CH3:32][N:33]([CH3:34])[CH:35]=[O:36].[NH2:37][c:38]1[c:39]([O:54][CH3:55])[cH:40][c:41]([CH:44]2[CH2:45][CH2:46][N:47]([CH2:50][C:51](=[O:52])[NH2:53])[CH2:48][CH2:49]2)[cH:42][cH:43]1.[OH:1][c:2]1[n:3][n:4]2[c:5]([cH:6][n:7]1)[c:8]([O:23][CH2:24][O:25][CH2:26][CH2:27][Si:28]([CH3:29])([CH3:30])[CH3:31])[cH:9][c:10]2-[c:11]1[c:12]([N:17]([S:18](=[O:19])(=[O:20])[CH3:21])[CH3:22])[cH:13][cH:14][cH:15][cH:16]1>>[c:2]1([NH:37][c:38]2[c:39]([O:54][CH3:55])[cH:40][c:41]([CH:44]3[CH2:45][CH2:46][N:47]([CH2:50][C:51](=[O:52])[NH2:53])[CH2:48][CH2:49]3)[cH:42][cH:43]2)[n:3][n:4]2[c:5]([cH:6][n:7]1)[c:8]([O:23][CH2:24][O:25][CH2:26][CH2:27][Si:28]([CH3:29])([CH3:30])[CH3:31])[cH:9][c:10]2-[c:11]1[c:12]([N:17]([S:18](=[O:19])(=[O:20])[CH3:21])[CH3:22])[cH:13][cH:14][cH:15][cH:16]1. Yields the product COc1cc(C2CCN(CC(N)=O)CC2)ccc1Nc1ncc2c(OCOCC[Si](C)(C)C)cc(-c3ccccc3N(C)S(C)(=O)=O)n2n1. Reactants: CN(C)C=O, COc1cc(C2CCN(CC(N)=O)CC2)ccc1N, CN(c1ccccc1-c1cc(OCOCC[Si](C)(C)C)c2cnc(O)nn12)S(C)(=O)=O. Starting materials: BrBr (bromine), CN1C(=NC(=CC1=O)O)SC (1-methyl-2-methylthio-4-hydroxy-6-oxo-1,6-dihydro-pyrimidine). The solvent is [OH-].[Na+] (sodium hydroxide). Reaction conditions: temperature 5 celsius, time 0.5 hour. The product is CN1C(=NC(=C(C1=O)Br)O)SC (1-methyl-2-methylthio-4-hydroxy-5-bromo-6-oxo-1,6-dihydro-pyrimidine). Isolated yield 71.7%. Reaction SMILES: [Br:1]Br.[CH3:3][N:4]1[C:9](=[O:10])[CH:8]=[C:7]([OH:11])[N:6]=[C:5]1[S:12][CH3:13]>[OH-].[Na+]>[CH3:3][N:4]1[C:9](=[O:10])[C:8]([Br:1])=[C:7]([OH:11])[N:6]=[C:5]1[S:12][CH3:13] |f:2.3|. Procedure: 16 g (0.1 mol) of bromine were added to a solution of 17.2 g (0.1 mol) of 1-methyl-2-methylthio-4-hydroxy-6-oxo-1,6-dihydro-pyrimidine in 110 ml of 1 N sodium hydroxide solution at room temperature. After the end of the addition, the batch was stirred for a further 0.5 hour and was then cooled to 5° C. The product which had precipitated was filtered off and rinsed with water. 18 g (76% of theory) of 1-methyl-2-methylthio-4-hydroxy-5-bromo-6-oxo-1,6-dihydro-pyrimidine were thus obtained in the fo... The reactants are C1CCOC1, Cl, CCOC(=O)C(Cc1cccc(OC)n1)N=C(c1ccccc1)c1ccccc1. Product: CCOC(=O)C(N)Cc1cccc(OC)n1. RXN SMILES: [CH2:31]1[O:32][CH2:33][CH2:34][CH2:35]1.[ClH:30].[c:1]1([C:2]([c:3]2[cH:4][cH:5][cH:6][cH:7][cH:24]2)=[N:8][CH:9]([CH2:10][c:11]2[n:12][c:13]([O:17][CH3:18])[cH:14][cH:15][cH:16]2)[C:19](=[O:20])[O:21][CH2:22][CH3:23])[cH:25][cH:26][cH:27][cH:28][cH:29]1>>[NH2:8][CH:9]([CH2:10][c:11]1[n:12][c:13]([O:17][CH3:18])[cH:14][cH:15][cH:16]1)[C:19](=[O:20])[O:21][CH2:22][CH3:23].